Dataset: the Open Reaction Database (ORD), a public repository of structured organic reaction records. Task: describe an organic reaction: reactants, conditions, products, and yield Solvent: C(C)O (ethanol). Yield: 37.0%. The reactants are CC1=C(NC(=C1)C)C=O (3,5-dimethyl-1H-pyrrole-2-carbaldehyde), ClC=1C=C(C=CC1F)NC=1C2=C(N=CN1)N(C(C2)=O)C (4-(3-Chloro-4-fluoro-phenylamino)-7-methyl-5,7-dihydro-pyrrolo[2,3-d]pyrimidin-6-one). The reagents and catalysts are N1CCCCC1 (piperidine). Product: ClC=1C=C(C=CC1F)NC=1C2=C(N=CN1)N(C(C2=CC=2NC(=CC2C)C)=O)C (4-(3-CHLORO-4-FLUORO-PHENYLAMINO)-5-(3,5-DIMETHYL-1H-PYRROL-2-YLMETHYLENE)-7-METHYL-5,7-DIHYDRO-PYRROLO[2,3-D]PYRIMIDIN-6-ONE). RXN SMILES: [Cl:1][C:2]1[CH:3]=[C:4]([NH:9][C:10]2[C:11]3[CH2:18][C:17](=[O:19])[N:16]([CH3:20])[C:12]=3[N:13]=[CH:14][N:15]=2)[CH:5]=[CH:6][C:7]=1[F:8].[CH3:21][C:22]1[CH:26]=[C:25]([CH3:27])[NH:24][C:23]=1[CH:28]=O>N1CCCCC1.C(O)C>[Cl:1][C:2]1[CH:3]=[C:4]([NH:9][C:10]2[C:11]3[C:18](=[CH:28][C:23]4[NH:24][C:25]([CH3:27])=[CH:26][C:22]=4[CH3:21])[C:17](=[O:19])[N:16]([CH3:20])[C:12]=3[N:13]=[CH:14][N:15]=2)[CH:5]=[CH:6][C:7]=1[F:8]. Reported procedure: 4-(3-Chloro-4-fluoro-phenylamino)-7-methyl-5,7-dihydro-pyrrolo[2,3-d]pyrimidin-6-one (100 mg, 0.34 mmol) was condensed with 3,5-dimethyl-1H-pyrrole-2-carbaldehyde (50 mg, 0.41 mmol) and piperidine (2 drops) in ethanol (3 mL) at 80° C. for 2 hours to give 50 mg (37%) of the title compound. 1H NMR (300 MHz, DMSO-d6) δ 13.07 (br s, 1H, NH), 9.18 (s, 1H), 8.34 (s, 1H), 7.69 (m, 1H), 7.35 (s, 1H), 7.30-7.40 (m, 2H), 6.05 (s, 1H), 3.32 (s, 3H, CH3), 2.34 (s, 3H, CH3), 2.16 (s, 3H, CH3). MS 398 [M++1]. The reactants are O.NN (Hydrazine hydrate), NC=1C(=NC2=CC(=C(C(=C2N1)[N+](=O)[O-])Cl)C(F)(F)F)OC (3-amino-6-chloro-7-trifluoromethyl-2-methoxy-5-nitroquinoxaline), O.NN (hydrazine hydrate). Reagents/catalysts: [Ru] (ruthenium-on-carbon). Solvent: C(C)O (ethanol). Conditions: time 20 minute. The product is NC=1C(=NC2=CC(=C(C(=C2N1)N)Cl)C(F)(F)F)OC (3,5-Diamino-6-chloro-7-trifluoromethyl-2-methoxyquinoxalin). Isolated yield 100.5%. As a reaction SMILES: O.NN.[NH2:4][C:5]1[C:6]([O:23][CH3:24])=[N:7][C:8]2[C:13]([N:14]=1)=[C:12]([N+:15]([O-])=O)[C:11]([Cl:18])=[C:10]([C:19]([F:22])([F:21])[F:20])[CH:9]=2>C(O)C.[Ru]>[NH2:4][C:5]1[C:6]([O:23][CH3:24])=[N:7][C:8]2[C:13]([N:14]=1)=[C:12]([NH2:15])[C:11]([Cl:18])=[C:10]([C:19]([F:22])([F:20])[F:21])[CH:9]=2 |f:0.1|. Procedure details: Hydrazine hydrate (0.34 ml, 7.0 mmol) was added to a stirred solution of 3-amino-6-chloro-7-trifluoromethyl-2-methoxy-5-nitroquinoxaline (0.55g, 1.7 mmol) in ethanol (25 ml) containing suspended 10% ruthenium-on-carbon (55 mg) under nitrogen at reflux. After 20 minutes, additional hydrazine hydrate (0.17 ml, 3.4 mmol) was added, and the mixture was stirred at reflux for 30 minutes, then allowed to stand at room temperature overnight. The mixture was filtered through Arbocel filter aid, and the f...